This data is from the Open Reaction Database (ORD), a public repository of structured organic reaction records. The task is: describe an organic reaction: reactants, conditions, products, and yield The reactants are CC(=O)O, OC1COC(CCl)(c2ccc(Cl)cc2Cl)C1, O=[Cr](=O)(O)O. Product: O=C1COC(CCl)(c2ccc(Cl)cc2Cl)C1. As a reaction SMILES: [CH3:22][C:23](=[O:24])[OH:25].[Cl:1][c:2]1[c:3]([C:9]2([CH2:15][Cl:16])[O:10][CH2:11][CH:12]([OH:14])[CH2:13]2)[cH:4][cH:5][c:6]([Cl:8])[cH:7]1.[Cr:17]([OH:18])([OH:19])(=[O:20])=[O:21]>>[Cl:1][c:2]1[c:3]([C:9]2([CH2:15][Cl:16])[O:10][CH2:11][C:12](=[O:14])[CH2:13]2)[cH:4][cH:5][c:6]([Cl:8])[cH:7]1. The reactants are ClC=1C=CC(=C(C1)C(CC)O)F (1-(5-chloro-2-fluorophenyl)propan-1-ol), [Cr](=O)(=O)([O-])Cl.[NH+]1=CC=CC=C1 (pyridinium chlorochromate). Solvent: C(Cl)Cl (methylene chloride), C(Cl)Cl (methylene chloride). Reaction conditions: time 3 hour. Product: ClC=1C=CC(=C(C1)C(CC)=O)F (1-(5-chloro-2-fluorophenyl)propan-1-one). The yield is 65.5%. As a reaction SMILES: [Cl:1][C:2]1[CH:3]=[CH:4][C:5]([F:12])=[C:6]([CH:8]([OH:11])[CH2:9][CH3:10])[CH:7]=1.[Cr](Cl)([O-])(=O)=O.[NH+]1C=CC=CC=1>C(Cl)Cl>[Cl:1][C:2]1[CH:3]=[CH:4][C:5]([F:12])=[C:6]([C:8](=[O:11])[CH2:9][CH3:10])[CH:7]=1 |f:1.2|. Reported procedure: A mixture of 1-(5-chloro-2-fluorophenyl)propan-1-ol (850 mg, 4.5 mmol) and pyridinium chlorochromate (1.7 g, 7.9 mmol) in methylene chloride (30 mL) was stirred at room temperature for 3 hours. The reaction mixture was diluted with methylene chloride (20 mL), filtered over Celite, and evaporated in vacuo to afford a residue that was purified by flash chromatography (silica, 12 g, ISCO, 0-30% ethyl acetate in heptane) to afford the title compound as a pale yellow oil (550 mg, 65%). 1H NMR (400 MH...